This data is from the Open Reaction Database (ORD), a public repository of structured organic reaction records. The task is: describe an organic reaction: reactants, conditions, products, and yield Starting materials: [C@@H]12[C@@H](CC=CC1)C(NC2=O)=O (Cis-4-cyclohexene-1,2-dicarboximide). Reagents/catalysts: [Pd] (palladium on carbon). The solvent is C(C)O (ethanol). The product is [C@@H]12[C@@H](CCCC1)C(NC2=O)=O (cis-cyclohexane-1,2-dicarboximide). The yield is 96.0%. As a reaction SMILES: [C@@H:1]12[C:9](=[O:10])[NH:8][C:7](=[O:11])[C@@H:2]1[CH2:3][CH:4]=[CH:5][CH2:6]2>[Pd].C(O)C>[C@@H:2]12[C:7](=[O:11])[NH:8][C:9](=[O:10])[C@@H:1]1[CH2:6][CH2:5][CH2:4][CH2:3]2. Reported procedure: Cis-4-cyclohexene-1,2-dicarboximide (10.9 g) was hydrogenated over 10% palladium on carbon (1 g) in absolute ethanol (420 ml) at 50 psi for 10 minutes. The mixture was filtered then evaporated to give cis-cyclohexane-1,2-dicarboximide (10.6 g). To anhydrous diethyl ether (200 ml) was cannulated under nitrogen a 1M diethyl ether solution (200 ml) of lithium aluminium hydride. To the foregoing solution, under reflux, was added cis-cyclohexane-1,2-dicarboximide (10.6 g) portionwise over 10 minutes.... The reactants are C(C1=CC=CC=C1)OC(=O)N[C@@H](CCCCN)C(=O)O (Nα-Benzyloxycarbonyl (L) lysine), C1(=CC=C(C=C1)S(=O)(=O)O)C (para toluene sulphonic acid), O (water), O.C1(=CC=C(C=C1)S(=O)(=O)O)C (p-toluene sulphonic acid monohydrate). The solvent is C(C1=CC=CC=C1)O (benzyl alcohol), C1(=CC=CC=C1)C (toluene). Yields the product C1(=CC=C(C=C1)S(=O)(=O)O)C.C(C1=CC=CC=C1)OC(=O)N[C@@H](CCCCN)C(=O)OCC1=CC=CC=C1 (Nα-Benzyloxycarbonyl-O-benzyl-(L)-lysine p-toluene sulphonate). Yield: 62.0%. As a reaction SMILES: [CH2:1]([O:8][C:9]([NH:11][C@H:12]([C:18]([OH:20])=[O:19])[CH2:13][CH2:14][CH2:15][CH2:16][NH2:17])=[O:10])[C:2]1[CH:7]=[CH:6][CH:5]=[CH:4][CH:3]=1.[C:21]1([CH3:31])[CH:26]=[CH:25][C:24]([S:27]([OH:30])(=[O:29])=[O:28])=[CH:23][CH:22]=1.O.O.[C:34]1([CH3:44])[CH:39]=[CH:38][C:37](S(O)(=O)=O)=[CH:36][CH:35]=1>C(O)C1C=CC=CC=1.C1(C)C=CC=CC=1>[C:21]1([CH3:31])[CH:22]=[CH:23][C:24]([S:27]([OH:30])(=[O:28])=[O:29])=[CH:25][CH:26]=1.[CH2:1]([O:8][C:9]([NH:11][C@H:12]([C:18]([O:20][CH2:44][C:34]1[CH:39]=[CH:38][CH:37]=[CH:36][CH:35]=1)=[O:19])[CH2:13][CH2:14][CH2:15][CH2:16][NH2:17])=[O:10])[C:2]1[CH:3]=[CH:4][CH:5]=[CH:6][CH:7]=1 |f:3.4,7.8|. Procedure details: Nα-Benzyloxycarbonyl (L) lysine (10 g; 35.7 mmol) in benzyl alcohol (30 cm3), toluene (30 cm3) and para toluene sulphonic acid (6.93 g) was heated under reflux. The water evolved from the reaction and from the p-toluene sulphonic acid monohydrate was collected azeotropically using a Dean and Stark apparatus. Refluxing was continued until the water was no longer collected. The reaction mixture was allowed to cool, when crystals formed. The crystals were filtered off and dried, yield=5 g. The prot...